This data is from the Open Reaction Database (ORD), a public repository of structured organic reaction records. The task is: describe an organic reaction: reactants, conditions, products, and yield The reactants are FC1=C(C=CC=C1)C1=C(C=CC=C1)NC#N (2'-fluoro-2-biphenylylcyanamide), CN1CCNCC1 (N-methylpiperazine), C(\C=C\C(=O)O)(=O)O (fumaric acid). Solvent: C(C)O (ethanol), CO (methanol). The product is C(\C=C\C(=O)O)(=O)O.C(\C=C\C(=O)O)(=O)O.FC1=C(C=CC=C1)C1=C(C=CC=C1)NC(=N)N1CCN(CC1)C (N-(2'-fluoro-2-biphenylyl)-4-methylpiperazine-1-carboxamidine difumarate). Reaction SMILES: [F:1][C:2]1[CH:7]=[CH:6][CH:5]=[CH:4][C:3]=1[C:8]1[CH:13]=[CH:12][CH:11]=[CH:10][C:9]=1[NH:14][C:15]#[N:16].[CH3:17][N:18]1[CH2:23][CH2:22][NH:21][CH2:20][CH2:19]1.[C:24]([OH:31])(=[O:30])/[CH:25]=[CH:26]/[C:27]([OH:29])=[O:28]>C(O)C.CO>[C:24]([OH:31])(=[O:30])/[CH:25]=[CH:26]/[C:27]([OH:29])=[O:28].[C:24]([OH:31])(=[O:30])/[CH:25]=[CH:26]/[C:27]([OH:29])=[O:28].[F:1][C:2]1[CH:7]=[CH:6][CH:5]=[CH:4][C:3]=1[C:8]1[CH:13]=[CH:12][CH:11]=[CH:10][C:9]=1[NH:14][C:15]([N:21]1[CH2:22][CH2:23][N:18]([CH3:17])[CH2:19][CH2:20]1)=[NH:16] |f:5.6.7|. Procedure details: A mixture of 2'-fluoro-2-biphenylylcyanamide (2.1 g) and N-methylpiperazine (1.5 g) in ethanol (25 ml) was heated at 90°-95° C. for 3 hours to yield the free base which was reacted with fumaric acid (1.78 g) in methanol (70 ml) to give N-(2'-fluoro-2-biphenylyl)-4-methylpiperazine-1-carboxamidine difumarate (m.p. 201°-202° C.) which was recrystallised from a 2:3 mixture of methanol and ether. The reactants are FC1=CC=C2CNC(C2=C1I)=O (6-fluoro-7-iodo-2,3-dihydro-isoindol-1-one), BrCC1=C(C=CC=C1)C#N (1-bromomethyl-2-cyano-benzene), C(=O)([O-])[O-].[Cs+].[Cs+] (Cs2CO3), C1COCCOCCOCCOCCOCCO1 (18-crown-6). The solvent is CC(=O)C (acetone), C(C)(=O)OCC (ethyl acetate), CCCCCC (hexane). Reaction conditions: temperature 70 celsius, time 2 hour. Yields the product FC1=CC=C2CN(C(C2=C1I)=O)CC1=C(C=CC=C1)C#N (6-fluoro-7-iodo-2-(2-cyano-benzyl)-2,3-dihydro-isoindol-1-one). Yield: 40.8%. Reaction SMILES: [F:1][C:2]1[C:10]([I:11])=[C:9]2[C:5]([CH2:6][NH:7][C:8]2=[O:12])=[CH:4][CH:3]=1.Br[CH2:14][C:15]1[CH:20]=[CH:19][CH:18]=[CH:17][C:16]=1[C:21]#[N:22].C([O-])([O-])=O.[Cs+].[Cs+].C1OCCOCCOCCOCCOCCOC1>CC(C)=O.CCCCCC.C(OCC)(=O)C>[F:1][C:2]1[C:10]([I:11])=[C:9]2[C:5]([CH2:6][N:7]([CH2:14][C:15]3[CH:20]=[CH:19][CH:18]=[CH:17][C:16]=3[C:21]#[N:22])[C:8]2=[O:12])=[CH:4][CH:3]=1 |f:2.3.4|. Procedure: A mixture of 6-fluoro-7-iodo-2,3-dihydro-isoindol-1-one (0.070 g, 0.25 mmol), 1-bromomethyl-2-cyano-benzene (0.059 g, 0.3 mmol), Cs2CO3 (0.098 g, 0.3 mmol), and 18-crown-6 (0.007 g, 0.025 for mmol) in acetone (5 mL) was stirred at 70° C. for 2 h. Workup and silica gel column chromatography using 30% ethyl acetate in hexane afforded 6-fluoro-7-iodo-2-(2-cyano-benzyl)-2,3-dihydro-isoindol-1-one (0.040 g, 41%). 1H NMR (300 MHz, CDCl3): δ (ppm) 4.33 (s, 2H), 5.04 (s, 2H), 7.04-7.71 (m, 6H), GC-MS: m... The product is FC(C)(F)C=1N=C(SC1)CN1N=CC(=N1)NC(=O)C=1N=C(OC1C1=CC(=CC(=C1)C)F)C (5-(3-Fluoro-5-methyl-phenyl)-2-methyl-oxazole-4-carboxylic acid{2-[4-(1,1-difluoro-ethyl)-thiazol-2-ylmethyl]-2H-[1,2,3]triazol-4-yl}-amide). Reported procedure: Following general procedure Z2, starting from 2-[4-(1,1-difluoro-ethyl)-thiazol-2-ylmethyl]-2H-[1,2,3]triazol-4-ylamine and 5-(3-fluoro-5-methyl-phenyl)-2-methyl-oxazole-4-carboxylic acid. Starting materials: FC(C)(F)C=1N=C(SC1)CN1N=CC(=N1)N (2-[4-(1,1-difluoro-ethyl)-thiazol-2-ylmethyl]-2H-[1,2,3]triazol-4-ylamine), FC=1C=C(C=C(C1)C)C1=C(N=C(O1)C)C(=O)O (5-(3-fluoro-5-methyl-phenyl)-2-methyl-oxazole-4-carboxylic acid). RXN SMILES: [F:1][C:2]([C:5]1[N:6]=[C:7]([CH2:10][N:11]2[N:15]=[C:14]([NH2:16])[CH:13]=[N:12]2)[S:8][CH:9]=1)([F:4])[CH3:3].[F:17][C:18]1[CH:19]=[C:20]([C:25]2[O:29][C:28]([CH3:30])=[N:27][C:26]=2[C:31](O)=[O:32])[CH:21]=[C:22]([CH3:24])[CH:23]=1>>[F:1][C:2]([C:5]1[N:6]=[C:7]([CH2:10][N:11]2[N:15]=[C:14]([NH:16][C:31]([C:26]3[N:27]=[C:28]([CH3:30])[O:29][C:25]=3[C:20]3[CH:21]=[C:22]([CH3:24])[CH:23]=[C:18]([F:17])[CH:19]=3)=[O:32])[CH:13]=[N:12]2)[S:8][CH:9]=1)([F:4])[CH3:3]. Starting materials: O=C(C(=O)O)N1CCC(CC1)OC1=CC=C(C=C1)C (oxo-(4-p-tolyloxy-piperidin-1-yl)-acetic acid), NC1=CC2=C(NC(O2)=O)C=C1 (6-amino-3H-benzoxazol-2-one). Product: O=C(C(=O)NC1=CC2=C(NC(O2)=O)C=C1)N1CCC(CC1)OC1=CC=C(C=C1)C (2-Oxo-N-(2-oxo-2,3-dihydro-benzoxazol-6-yl)-2-(4-p-tolyloxy-piperidin-1-yl)-acetamide). Reaction SMILES: [O:1]=[C:2]([N:6]1[CH2:11][CH2:10][CH:9]([O:12][C:13]2[CH:18]=[CH:17][C:16]([CH3:19])=[CH:15][CH:14]=2)[CH2:8][CH2:7]1)[C:3]([OH:5])=O.[NH2:20][C:21]1[CH:30]=[CH:29][C:24]2[NH:25][C:26](=[O:28])[O:27][C:23]=2[CH:22]=1>>[O:1]=[C:2]([N:6]1[CH2:11][CH2:10][CH:9]([O:12][C:13]2[CH:18]=[CH:17][C:16]([CH3:19])=[CH:15][CH:14]=2)[CH2:8][CH2:7]1)[C:3]([NH:20][C:21]1[CH:30]=[CH:29][C:24]2[NH:25][C:26](=[O:28])[O:27][C:23]=2[CH:22]=1)=[O:5]. Procedure details: The title compound is prepared from oxo-(4-p-tolyloxy-piperidin-1-yl)-acetic acid (Example 26b) and 6-amino-3H-benzoxazol-2-one according to the method described in Example 2. The filtered crystals are purified by column chromatography using Kieselgel 60 (Merck) as adsorbent and toluene:methanol=4:1 as eluent. Melting Point: 203° C. (isopropanol)